From a dataset of the Open Reaction Database (ORD), a public repository of structured organic reaction records. describe an organic reaction: reactants, conditions, products, and yield Starting materials: CCCCCCCC (n-octane), CCCCCC (hexane), C1=CC=CC=C1 (benzene). Reagents/catalysts: [Pt] (platinum). Solvent: C=1(C(=CC=CC1)C)C (ortho-xylene), C1(=CC=CC=C1)C (toluene), CCCCCCC (n-heptane), C1(=CC=CC=C1)C (toluene), CCCCCCC (n-heptane). Yields the product C(C)C1=CC=CC=C1 (ethylbenzene), CC(C)CCCCC (2-methylheptane). As a reaction SMILES: [CH3:1]CCCCC.C1C=CC=CC=1.[CH3:13][CH2:14][CH2:15][CH2:16][CH2:17][CH2:18][CH2:19][CH3:20]>[Pt].C1(C)C(C)=CC=CC=1.C1(C)C=CC=CC=1.CCCCCCC>[CH2:14]([C:15]1[CH:20]=[CH:19][CH:18]=[CH:17][CH:16]=1)[CH3:13].[CH3:1][CH:19]([CH2:18][CH2:17][CH2:16][CH2:15][CH3:14])[CH3:20]. Procedure details: At very high hexane conversions (99%), benzene was formed in over 94% yield. Similarly, n-heptane yielded 96% toluene. Similarly, n-heptane yielded 96% toluene. Consistent with the non-acidic nature of this platinum catalyst, n-octane yielded predominantly ethylbenzene and ortho-xylene, 2-methylheptane produced mostly meta-xylene, and 3-methylheptane formed mainly ethylbenzene, para-, and ortho-xylene. Reactants: N(=[N+]=[N-])C=1C=CC(=C(C1)[C@@]12N=C(SC[C@@H]1CCO2)NC(OC(C)(C)C)=O)F (tert-butyl ((4aR,7aR)-7a-(5-azido-2-fluorophenyl)-4a,5,6,7a-tetrahydro-4H-furo[2,3-d][1,3]thiazin-2-yl)carbamate). Reagents/catalysts: [Pd] (Pd/C). The solvent is CO (methanol). Reaction conditions: time 12 hour. Product: NC=1C=CC(=C(C1)[C@]12N=C(SC[C@H]1CCO2)NC(OC(C)(C)C)=O)F (tert-butyl ((4aS,7aS)-7a-(5-amino-2-fluorophenyl)-4a,5,6,7a-tetrahydro-4H-furo[2,3-d][1,3]thiazin-2-yl)carbamate). Yield: 94.5%. RXN SMILES: [N:1]([C:4]1[CH:5]=[CH:6][C:7]([F:27])=[C:8]([C@:10]23[O:18][CH2:17][CH2:16][C@H:15]2[CH2:14][S:13][C:12]([NH:19][C:20](=[O:26])[O:21][C:22]([CH3:25])([CH3:24])[CH3:23])=[N:11]3)[CH:9]=1)=[N+]=[N-]>CO.[Pd]>[NH2:1][C:4]1[CH:5]=[CH:6][C:7]([F:27])=[C:8]([C@@:10]23[O:18][CH2:17][CH2:16][C@@H:15]2[CH2:14][S:13][C:12]([NH:19][C:20](=[O:26])[O:21][C:22]([CH3:23])([CH3:24])[CH3:25])=[N:11]3)[CH:9]=1. Procedure: A suspension of tert-butyl ((4aR,7aR)-7a-(5-azido-2-fluorophenyl)-4a,5,6,7a-tetrahydro-4H-furo[2,3-d][1,3]thiazin-2-yl)carbamate (50 mg, 0.127 mmol), 10% Pd/C (135 mg, 0.127 mmol) in methanol (5525 μL) was stirred under hydrogen balloon at rt for 12 h. The reaction mixture was filtered and the filtrate was evaporated in vacuo to tert-butyl ((4aS,7aS)-7a-(5-amino-2-fluorophenyl)-4a,5,6,7a-tetrahydro-4H-furo[2,3-d][1,3]thiazin-2-yl)carbamate (44 mg, 0.120 mmol, 94% yield) as a yellowish oil. This ... Reactants: FC=1C=C(C=O)C=CC1 (3-fluorobenzaldehyde), crude product, ice water, Cl (hydrochloric acid), [Br-].OCCC[P+](C1=CC=CC=C1)(C1=CC=CC=C1)C1=CC=CC=C1 ((3-hydroxypropyl)triphenylphosphonium bromide), C(CCC)[Li] (n-butyl lithium). Solvent: O1CCCC1 (tetrahydrofuran), O1CCCC1 (tetrahydrofuran), CCCCCC (hexane). Conditions: temperature 0 celsius, time 30 minute. Yields the product FC=1C=C(C=CC1)C=CCCO (4-(3-fluorophenyl)-3-buten-1-ol). The yield is 42.3%. RXN SMILES: [Br-].[OH:2][CH2:3][CH2:4][CH2:5][P+](C1C=CC=CC=1)(C1C=CC=CC=1)C1C=CC=CC=1.C([Li])CCC.[F:30][C:31]1[CH:32]=[C:33]([CH:36]=[CH:37][CH:38]=1)[CH:34]=O.Cl>O1CCCC1.CCCCCC>[F:30][C:31]1[CH:32]=[C:33]([CH:34]=[CH:5][CH2:4][CH2:3][OH:2])[CH:36]=[CH:37][CH:38]=1 |f:0.1|. Procedure: A mixture of 4.0 g of (3-hydroxypropyl)triphenylphosphonium bromide and 20 ml of tetrahydrofuran was cooled to 0° C., to which 12.5 ml of 1.6M n-butyl lithium (as a hexane solution) was slowly added dropwise. The reaction mixture was stirred at 0° C. for 30 minutes, to which a mixture of 1.24 g of 3-fluorobenzaldehyde and 10 ml of tetrahydrofuran was slowly added dropwise at the same temperature, followed by further stirring at room temperature for 6 hours. The reaction mixture was poured into i...